describe an organic reaction: reactants, conditions, products, and yield From a dataset of the Open Reaction Database (ORD), a public repository of structured organic reaction records. Reactants: O=C(O)c1cc2cc(Cl)ccc2[nH]1, Cl, NC(Cc1ccccc1)C(=O)N1CCSCC1. The product is O=C(NC(Cc1ccccc1)C(=O)N1CCSCC1)c1cc2cc(Cl)ccc2[nH]1. As a reaction SMILES: [Cl:19][c:20]1[cH:21][c:22]2[cH:23][c:24]([C:29](=[O:30])[OH:31])[nH:25][c:26]2[cH:27][cH:28]1.[ClH:1].[NH2:2][CH:3]([C:4](=[O:5])[N:6]1[CH2:7][CH2:8][S:9][CH2:10][CH2:11]1)[CH2:12][c:13]1[cH:14][cH:15][cH:16][cH:17][cH:18]1>>[NH:2]([CH:3]([C:4](=[O:5])[N:6]1[CH2:7][CH2:8][S:9][CH2:10][CH2:11]1)[CH2:12][c:13]1[cH:14][cH:15][cH:16][cH:17][cH:18]1)[C:29]([c:24]1[cH:23][c:22]2[cH:21][c:20]([Cl:19])[cH:28][cH:27][c:26]2[nH:25]1)=[O:30]. Starting materials: C(CC(=O)C)(=O)OCC (ethyl acetoacetate), [O-]CC.[Na+] (sodium ethoxide), ClCC=1C=NC=CC1 (3-(chloromethyl)pyridine). Yields the product N1=CC(=CC=C1)CC(C(=O)OCC)C(=O)C (ethyl α-(3-pyridylmethyl)acetoacetate). Reaction SMILES: [C:1]([O:7][CH2:8][CH3:9])(=[O:6])[CH2:2][C:3]([CH3:5])=[O:4].[O-]CC.[Na+].Cl[CH2:15][C:16]1[CH:17]=[N:18][CH:19]=[CH:20][CH:21]=1>>[N:18]1[CH:19]=[CH:20][CH:21]=[C:16]([CH2:15][CH:2]([C:3]([CH3:5])=[O:4])[C:1]([O:7][CH2:8][CH3:9])=[O:6])[CH:17]=1 |f:1.2|. Procedure details: Reaction of ethyl acetoacetate with sodium ethoxide and 3-(chloromethyl)pyridine gives ethyl α-(3-pyridylmethyl)acetoacetate which gives 5-(3-pyridylmethyl)-6-methyl-2-thiouracil m.p. 332°-335° when treated with thiourea and sodium ethoxide. Substitution of 5-(3-pyridylmethyl)-6-methyl-2-thiouracil for 5-(4-pyridylmethyl)-2-thiouracil in the general procedure of Example 1 gives 2-[2-(5-methyl-4-imidazolylmethylthio)ethylamino]-5-(3-pyridylmethyl)-6-methyl-4-pyrimidone, m.p. 128°-131°. 5-(3-Pyrid... Starting materials: [Mg] (magnesium), CC1=CN=C(S1)\C(=C/C(=O)OCC)\CC1=C(C=CC=C1)OCC1=CC=CC=C1 (Ethyl (±)-3-(5-methylthiazol-2-yl)-4-(benzyloxyphenyl)crotonate), CO (MeOH), Cl (HCl). The product is CC1=CN=C(S1)C(CC(=O)OC)CC1=CC=C(C=C1)OCC1=CC=CC=C1 (Methyl (±)-3-(5-methylthiazol-2-yl)-4-(4-benzyloxyphenyl)butanoate). As a reaction SMILES: [CH3:1][C:2]1[S:6][C:5](/[C:7](/[CH2:14][C:15]2[CH:20]=[CH:19][CH:18]=[CH:17][C:16]=2OCC2C=CC=CC=2)=[CH:8]\[C:9]([O:11][CH2:12]C)=[O:10])=[N:4][CH:3]=1.[Mg].Cl.[CH3:31][OH:32]>>[CH3:1][C:2]1[S:6][C:5]([CH:7]([CH2:14][C:15]2[CH:16]=[CH:17][C:18]([O:32][CH2:31][C:15]3[CH:20]=[CH:19][CH:18]=[CH:17][CH:16]=3)=[CH:19][CH:20]=2)[CH2:8][C:9]([O:11][CH3:12])=[O:10])=[N:4][CH:3]=1. Procedure: Ethyl (±)-3-(5-methylthiazol-2-yl)-4-(benzyloxyphenyl)crotonate (0.99 mmole, crude) was dissolved in MeOH (5 mL), and magnesium turnings (120 mg, 4.95 mmole) were added at RT. After 72 hr the mixture was poured into 10% HCl (75 mL) and extracted with CH2Cl2 (3×50 mL). The combined organic layers were dried over MgSO4, filtered, and concentrated to afford the crude title compound. This was used without purification: MS (ES) m/e 382 (M+H)+. Starting materials: CC(C)N(NC(=O)c1ccccc1)C(=O)CCc1ccccc1Br, O=C([O-])[O-], Cc1ccccc1B(O)O, COCCOC, [Na+], [Na+]. The product is Cc1ccccc1-c1ccccc1CCC(=O)N(NC(=O)c1ccccc1)C(C)C. Reaction SMILES: [Br:1][c:2]1[c:3]([CH2:8][CH2:9][C:10](=[O:11])[N:12]([NH:13][C:14]([c:15]2[cH:16][cH:17][cH:18][cH:19][cH:20]2)=[O:21])[CH:22]([CH3:23])[CH3:24])[cH:4][cH:5][cH:6][cH:7]1.[C:25](=[O:26])([O-:27])[O-:28].[CH3:31][c:32]1[c:33]([B:38]([OH:39])[OH:40])[cH:34][cH:35][cH:36][cH:37]1.[CH3:41][O:42][CH2:43][CH2:44][O:45][CH3:46].[Na+:29].[Na+:30]>>[c:2]1(-[c:33]2[c:32]([CH3:31])[cH:37][cH:36][cH:35][cH:34]2)[c:3]([CH2:8][CH2:9][C:10](=[O:11])[N:12]([NH:13][C:14]([c:15]2[cH:16][cH:17][cH:18][cH:19][cH:20]2)=[O:21])[CH:22]([CH3:23])[CH3:24])[cH:4][cH:5][cH:6][cH:7]1. Reactants: [O-]S(=O)[O-].[Na+].[Na+] (Na2SO3), OO (Hydrogen peroxide), O.[OH-].[Li+] (lithium hydroxide monohydrate), C(CCC\C=C/C\C=C/C\C=C/C\C=C/C\C=C/CC)S[C@@H](C(=O)N1C(O[C@@H]([C@@H]1C)C1=CC=CC=C1)=O)CC ((4S,5R)-3-((R)-2-((5Z,8Z,11Z,14Z,17Z)-icosa-5,8,11,14,17-pentaenylthio)butanoyl)-4-methyl-5-phenyloxazolidin-2-one), Cl (HCl). Solvent: O1CCCC1 (tetrahydrofuran), O (water). Reaction conditions: temperature 0 celsius, time 45 minute. Product: C(CCC\C=C/C\C=C/C\C=C/C\C=C/C\C=C/CC)S[C@@H](C(=O)O)CC ((R)-2-((5Z,8Z,11Z,14Z,17Z)-icosa-5,8,11,14,17-pentaenylthio)butanoic acid). Yield: 22.0%. RXN SMILES: OO.O.[OH-].[Li+].[CH2:6]([S:26][C@H:27]([CH2:43][CH3:44])[C:28](N1[C@@H](C)[C@@H](C2C=CC=CC=2)OC1=O)=[O:29])[CH2:7][CH2:8][CH2:9]/[CH:10]=[CH:11]\[CH2:12]/[CH:13]=[CH:14]\[CH2:15]/[CH:16]=[CH:17]\[CH2:18]/[CH:19]=[CH:20]\[CH2:21]/[CH:22]=[CH:23]\[CH2:24][CH3:25].[O-:45]S([O-])=O.[Na+].[Na+].Cl>O1CCCC1.O>[CH2:6]([S:26][C@H:27]([CH2:43][CH3:44])[C:28]([OH:29])=[O:45])[CH2:7][CH2:8][CH2:9]/[CH:10]=[CH:11]\[CH2:12]/[CH:13]=[CH:14]\[CH2:15]/[CH:16]=[CH:17]\[CH2:18]/[CH:19]=[CH:20]\[CH2:21]/[CH:22]=[CH:23]\[CH2:24][CH3:25] |f:1.2.3,5.6.7|. Procedure: Hydrogen peroxide (30% in water, 1.04 mL, 10.2 mmol) and lithium hydroxide monohydrate (0.21 g, 5.09 mmol) was added to a solution of (4S,5R)-3-((R)-2-((5Z,8Z,11Z,14Z,17Z)-icosa-5,8,11,14,17-pentaenylthio)butanoyl)-4-methyl-5-phenyloxazolidin-2-one (1.40 g, 2.55 mmol) in tetrahydrofuran (15 mL) and water (5 mL) held at 0° C. under nitrogen. The reaction mixture was stirred at 0° C. for 45 minutes. 10% Na2SO3 (aq) (35 mL) was added, pH was adjusted to ˜2 with 5M HCl and the mixture was extracted ... Reactants: [N+](=O)([O-])C1=CC=C(C=N1)OC=1C=CC=2N(C1)C=C(N2)NC(=O)C2CC2 (N-{6-[(6-nitropyridin-3-yl)oxy]imidazo[1,2-a]pyridin-2-yl}cyclopropanecarboxamide), reduced iron, [Cl-].[NH4+] (ammonium chloride). The solvent is C(C)O (ethanol), O (water), C(C)(=O)OCC (ethyl acetate). Yields the product NC1=CC=C(C=N1)OC=1C=CC=2N(C1)C=C(N2)NC(=O)C2CC2 (N-{6-[(6-aminopyridin-3-yl)oxy]imidazo[1,2-a]pyridin-2-yl}cyclopropanecarboxamide). The yield is 44.7%. As a reaction SMILES: [N+:1]([C:4]1[N:9]=[CH:8][C:7]([O:10][C:11]2[CH:12]=[CH:13][C:14]3[N:15]([CH:17]=[C:18]([NH:20][C:21]([CH:23]4[CH2:25][CH2:24]4)=[O:22])[N:19]=3)[CH:16]=2)=[CH:6][CH:5]=1)([O-])=O.[Cl-].[NH4+]>C(O)C.O.C(OCC)(=O)C>[NH2:1][C:4]1[N:9]=[CH:8][C:7]([O:10][C:11]2[CH:12]=[CH:13][C:14]3[N:15]([CH:17]=[C:18]([NH:20][C:21]([CH:23]4[CH2:24][CH2:25]4)=[O:22])[N:19]=3)[CH:16]=2)=[CH:6][CH:5]=1 |f:1.2|. Procedure details: A mixed solution of N-{6-[(6-nitropyridin-3-yl)oxy]imidazo[1,2-a]pyridin-2-yl}cyclopropanecarboxamide (184 mg, 0.542 mmol), reduced iron (173 mg, 2.95 mmol) and ammonium chloride (315 mg, 5.89 mmol) in ethanol (2 mL) and water (0.5 mL) was stirred at 80° C. for 1 hr. The reaction mixture was diluted with ethyl acetate, and filtered through celite. Water was added to the filtrate, and the mixture was extracted twice with ethyl acetate. The organic layer was washed with saturated brine, dried over... Reactants: N1(N=CN=C1)C[C@H]1NC([C@H]1NC(OCC1=CC=CC=C1)=O)=O (benzyl ((2R,3S)-2-((1H-1,2,4-triazol-1-yl)methyl)-4-oxoazetidin-3-yl)carbamate), crude residue. The reagents and catalysts are [Pd] (Pd). Run in CCO.CO (EtOH MeOH). Yields the product N1(N=CN=C1)C[C@@H]1[C@@H](C(N1)=O)N ((3S,4R)-4-((1H-1,2,4-triazol-1-yl)methyl)-3-aminoazetidin-2-one). Reaction SMILES: [N:1]1([CH2:6][C@@H:7]2[C@H:10]([NH:11]C(=O)OCC3C=CC=CC=3)[C:9](=[O:22])[NH:8]2)[CH:5]=[N:4][CH:3]=[N:2]1>CCO.CO.[Pd]>[N:1]1([CH2:6][C@H:7]2[NH:8][C:9](=[O:22])[C@H:10]2[NH2:11])[CH:5]=[N:4][CH:3]=[N:2]1 |f:1.2|. Procedure: Prepared in an analogous manner to example 4, step 3 using benzyl ((2R,3S)-2-((1H-1,2,4-triazol-1-yl)methyl)-4-oxoazetidin-3-yl)carbamate (250 mg, 0.830 mmol) and Pd on C (10%, 125 mg) in EtOH:MeOH (4:1, 8.3 mL) for 3 h. The crude residue was used as such in following step. LCMS: Rt=0.13 min, m/z=168.1 (M+1) Method 2m_acidic.